This data is from the Open Reaction Database (ORD), a public repository of structured organic reaction records. The task is: describe an organic reaction: reactants, conditions, products, and yield Reactants: C(=O)(OCC1=CC=CC=C1)N1C(C(CCC1)C(=O)O)C(=O)O (N-carbobenzoxypiperidine-2,3-dicarboxylic acid). The solvent is C(C)(=O)OC(C)=O (acetic anhydride). Run at time 8 hour. The product is C(=O)(OCC1=CC=CC=C1)N1C2C(CCC1)C(=O)OC2=O (N-Carbobenzoxypiperidine-2,3-dicarboxylic acid anhydride). The yield is 59.0%. As a reaction SMILES: [C:1]([N:11]1[CH2:16][CH2:15][CH2:14][CH:13]([C:17]([OH:19])=O)[CH:12]1[C:20]([OH:22])=[O:21])([O:3][CH2:4][C:5]1[CH:10]=[CH:9][CH:8]=[CH:7][CH:6]=1)=[O:2]>C(OC(=O)C)(=O)C>[C:1]([N:11]1[CH2:16][CH2:15][CH2:14][CH:13]2[C:17]([O:22][C:20](=[O:21])[CH:12]12)=[O:19])([O:3][CH2:4][C:5]1[CH:6]=[CH:7][CH:8]=[CH:9][CH:10]=1)=[O:2]. Procedure details: Dissolve the 2:1 cis/trans mixture of N-carbobenzoxypiperidine-2,3-dicarboxylic acid diastereomers (20 g) in acetic anhydride (500 mL) and stir overnight under a dry nitrogen atmosphere. Vacuum distill off the acetic anhydride to leave the title compound as a red glass (11.1 g, 59%). Reactants: [BH4-].[Na+] (sodium borohydride), FCC(C(C(OC1=CC(=CC=C1)C(F)(F)F)N1C=NC=C1)=O)(C)CF (3,3-bisfluoromethyl-1-(imidazol-1-yl)-1-(3-trifluoromethyl-phenoxy)-butan-2-one), Cl (hydrochloric acid). Solvent: CO (methanol). Reaction conditions: time 1 hour. Yields the product FCC(C(C(OC1=CC(=CC=C1)C(F)(F)F)N1C=NC=C1)O)(C)CF (3,3-bisfluoromethyl-1-(imidazol-1-yl)-1-(3-trifluoromethylphenoxy)-butan-2-ol). The yield is 69.4%. As a reaction SMILES: [F:1][CH2:2][C:3]([CH2:24][F:25])([CH3:23])[C:4](=[O:22])[CH:5]([N:17]1[CH:21]=[CH:20][N:19]=[CH:18]1)[O:6][C:7]1[CH:12]=[CH:11][CH:10]=[C:9]([C:13]([F:16])([F:15])[F:14])[CH:8]=1.[BH4-].[Na+].Cl>CO>[F:1][CH2:2][C:3]([CH2:24][F:25])([CH3:23])[CH:4]([OH:22])[CH:5]([N:17]1[CH:21]=[CH:20][N:19]=[CH:18]1)[O:6][C:7]1[CH:12]=[CH:11][CH:10]=[C:9]([C:13]([F:14])([F:15])[F:16])[CH:8]=1 |f:1.2|. Procedure details: 63.7 g (0.176 mole) of 3,3-bisfluoromethyl-1-(imidazol-1-yl)-1-(3-trifluoromethylphenoxy)-butan-2-one (obtained as described in Example 1) were dissolved in 250 ml of methanol, and 3 g (0.08 mole) of sodium borohydride were added in portions. The reaction solution was subsequently stirred for 1 hour and was then adjusted to a pH value of 3 with concentrated hydrochloric acid. After distilling off the solvent in vacuo, water was added to the residue and the mixture was extracted by shaking with m...